From a dataset of the Open Reaction Database (ORD), a public repository of structured organic reaction records. describe an organic reaction: reactants, conditions, products, and yield Starting materials: Cc1ccc(C(=O)O)cc1Br, Cc1ccccc1, O=C(Cl)C(=O)Cl, ClCCl, CN(C)C=O. Product: Cc1ccc(C(N)=O)cc1Br. As a reaction SMILES: [Br:1][c:2]1[cH:3][c:4]([C:5](=[O:6])[OH:7])[cH:8][cH:9][c:10]1[CH3:11].[CH3:23][c:24]1[cH:25][cH:26][cH:27][cH:28][cH:29]1.[Cl:12][C:13]([C:14]([Cl:15])=[O:16])=[O:17].[Cl:30][CH2:31][Cl:32].[O:18]=[CH:19][N:20]([CH3:21])[CH3:22]>>[Br:1][c:2]1[cH:3][c:4]([C:5](=[O:6])[NH2:20])[cH:8][cH:9][c:10]1[CH3:11]. Reactants: ClC1=CC(=C(S1)CO)C1=CC=C(C=C1)CC ([5-chloro-3-(4-ethylphenyl)thiophen-2-yl]methanol), OC1=C(C(=C(C=C1)CCC(=O)OCC)F)F (ethyl 3-(4-hydroxy-2,3-difluorophenyl)propanoate), ClC1=CC(=C(S1)COC1=CC(=C(C(=C1)F)CCC(=O)OCC)F)C1=CC=C(C=C1)Cl (ethyl 3-(4-((5-chloro-3-(4-chlorophenyl)thiophen-2-yl)methoxy)-2,6-difluorophenyl)propanoate). Yields the product ClC1=CC(=C(S1)COC1=C(C=C(C=C1F)CCC(=O)O)F)C1=CC=C(C=C1)CC (3-(4-((5-chloro-3-(4-ethylphenyl)thiophen-2-yl)methoxy)-3,5-difluorophenyl)propanoic acid). RXN SMILES: [Cl:1][C:2]1[S:6][C:5]([CH2:7][OH:8])=[C:4]([C:9]2[CH:14]=[CH:13][C:12]([CH2:15][CH3:16])=[CH:11][CH:10]=2)[CH:3]=1.O[C:18]1[CH:23]=[CH:22][C:21]([CH2:24][CH2:25][C:26]([O:28]CC)=[O:27])=[C:20](F)[C:19]=1[F:32].ClC1SC(COC2C=C([F:47])C(CCC(OCC)=O)=C(F)C=2)=C(C2C=CC(Cl)=CC=2)C=1>>[Cl:1][C:2]1[S:6][C:5]([CH2:7][O:8][C:18]2[C:19]([F:32])=[CH:20][C:21]([CH2:24][CH2:25][C:26]([OH:28])=[O:27])=[CH:22][C:23]=2[F:47])=[C:4]([C:9]2[CH:14]=[CH:13][C:12]([CH2:15][CH3:16])=[CH:11][CH:10]=2)[CH:3]=1. Reported procedure: The title compound was prepared according to the procedure described in Example 197 by coupling of [5-chloro-3-(4-ethylphenyl)thiophen-2-yl]methanol and ethyl 3-(4-hydroxy-2,3-difluorophenyl)propanoate followed by hydrolysis of ethyl 3-(4-((5-chloro-3-(4-chlorophenyl)thiophen-2-yl)methoxy)-2,6-difluorophenyl)propanoate to afford the desired product as an off-white solid. 1H-NMR (300 MHz, CD3OD) δ 7.34 (d, J=8.1 Hz, 2H), 7.24 (d, J=8.1 Hz, 2H), 7.01 (s, 1H), 6.85 (d, J=9.3 Hz, 2H), 5.11 (s, 2H), ... Starting materials: ice water, Cl (hydrochloric acid), C(=O)=O (carbon dioxide), potassium tert.butylate, C(C)(=O)C1=CC(=C(C=C1)C1=CC=CC=C1)F (4-acetyl-2-fluoro-biphenyl), C(C)OC(\C=C(/C)\OCC)=O ((E)-3-ethoxy-crotonic acid ethyl ester). Run in CN(C=O)C (dimethylformamide). Conditions: time 1 hour. Yields the product FC1=C(C=CC(=C1)/C(=C/C(C)=O)/C)C1=CC=CC=C1 ((E)-4-(2-Fluoro-4-biphenylyl)-3-penten-2-one). Reaction SMILES: [C:1]([C:4]1[CH:9]=[CH:8][C:7]([C:10]2[CH:15]=[CH:14][CH:13]=[CH:12][CH:11]=2)=[C:6]([F:16])[CH:5]=1)(=O)[CH3:2].[CH2:17]([O:19]C(=O)/C=C(/OCC)\C)[CH3:18].Cl.[C:29](=O)=O>CN(C)C=O>[F:16][C:6]1[CH:5]=[C:4](/[C:1](/[CH3:29])=[CH:2]/[C:17](=[O:19])[CH3:18])[CH:9]=[CH:8][C:7]=1[C:10]1[CH:15]=[CH:14][CH:13]=[CH:12][CH:11]=1. Procedure details: 72.8 Gm (0.649 mol) of potassium tert.butylate were added all at once to a slution of 97.0 gm (0.453 mol) of 4-acetyl-2-fluoro-biphenyl and 103.0 gm (0.651 mol) of (E)-3-ethoxy-crotonic acid ethyl ester in 1 liter of anhydrous dimethylformamide, whereby the temperature of the mixture rose spontaneously from 20°C to 38°C and its color turned intensely red. The reaction mixture was stirred for one hour while maintaining an internal temperature of 32° to 35°C, and then, while the mixture was still ... Starting materials: C(C)(=O)N[C@@H](C(=S)O)CC(C(C)(C)C)=O ((2R)-2-acetylamino-3-pivaloylthiopropionic acid), [N+](=O)(O)[O-].[N+](=O)([O-])OCCN (2-nitrooxyethylamine nitrate). The product is [N+](=O)([O-])OCCNC([C@@H](CC(C(C)(C)C)=O)NC(C)=O)=S ((2R)-N-(2-Nitrooxyethyl)-2-acetylamino-3-pivaloylthiopropanamide). Yield: 74.5%. Reaction SMILES: [C:1]([NH:4][C@H:5]([CH2:9][C:10](=[O:15])[C:11]([CH3:14])([CH3:13])[CH3:12])[C:6](O)=[S:7])(=[O:3])[CH3:2].[N+]([O-])(O)=O.[N+:20]([O:23][CH2:24][CH2:25][NH2:26])([O-:22])=[O:21]>>[N+:20]([O:23][CH2:24][CH2:25][NH:26][C:6](=[S:7])[C@H:5]([NH:4][C:1](=[O:3])[CH3:2])[CH2:9][C:10](=[O:15])[C:11]([CH3:14])([CH3:13])[CH3:12])([O-:22])=[O:21] |f:1.2|. Procedure: The procedures of Example 1 were analogously repeated using 0.70 g of (2R)-2-acetylamino-3-pivaloylthiopropionic acid and 574 mg of 2-nitrooxyethylamine nitrate to give 0.72 g of the title compound as colorless crystals. Reactants: COC(=O)C1=C(C)NC(C)=C(C(=O)OCCCBr)C1c1cccc([N+](=O)[O-])c1, CC(C)=O, [K+], [K+], O=C([O-])[O-], Oc1ccc(CCOC2CCCCO2)cc1. Product: COC(=O)C1=C(C)NC(C)=C(C(=O)OCCCOc2ccc(CCOC3CCCCO3)cc2)C1c1cccc([N+](=O)[O-])c1. As a reaction SMILES: [CH3:17][C:18]1=[C:23]([C:24](=[O:25])[O:26][CH3:27])[CH:22]([c:28]2[cH:29][c:30]([N+:34](=[O:35])[O-:36])[cH:31][cH:32][cH:33]2)[C:21]([C:37](=[O:38])[O:39][CH2:40][CH2:41][CH2:42][Br:43])=[C:20]([CH3:44])[NH:19]1.[CH3:51][C:52](=[O:53])[CH3:54].[K+:45].[K+:46].[O-:47][C:48]([O-:49])=[O:50].[O:1]1[CH:2]([O:7][CH2:8][CH2:9][c:10]2[cH:11][cH:12][c:13]([OH:16])[cH:14][cH:15]2)[CH2:3][CH2:4][CH2:5][CH2:6]1>>[O:1]1[CH:2]([O:7][CH2:8][CH2:9][c:10]2[cH:11][cH:12][c:13]([O:16][CH2:42][CH2:41][CH2:40][O:39][C:37]([C:21]3=[C:20]([CH3:44])[NH:19][C:18]([CH3:17])=[C:23]([C:24](=[O:25])[O:26][CH3:27])[CH:22]3[c:28]3[cH:29][c:30]([N+:34](=[O:35])[O-:36])[cH:31][cH:32][cH:33]3)=[O:38])[cH:14][cH:15]2)[CH2:3][CH2:4][CH2:5][CH2:6]1. Starting materials: N[C@H]1COC2=C(N(C1=O)CC(=O)OC(C)(C)C)C=CC=C2 (tert-butyl 3(S)-amino-4-oxo-2,3,4,5-tetrahydro-1,5-benzoxazepine-5-acetate), C1(CCCCC1)CCC(C(=O)OCC)=O (ethyl 4-cyclohexyl-2-oxobutyrate). Product: C(C)OC(=O)[C@@H](CCC1CCCCC1)N[C@H]1COC2=C(N(C1=O)CC(=O)OC(C)(C)C)C=CC=C2 (tert-butyl 3(S)-[1(R)-ethoxycarbonyl-3-cyclohexylpropyl]amino-4-oxo-2,3,4,5-tetrahydro-1,5-benzoxazepine-5-acetate). As a reaction SMILES: [NH2:1][C@@H:2]1[C:8](=[O:9])[N:7]([CH2:10][C:11]([O:13][C:14]([CH3:17])([CH3:16])[CH3:15])=[O:12])[C:6]2[CH:18]=[CH:19][CH:20]=[CH:21][C:5]=2[O:4][CH2:3]1.[CH:22]1([CH2:28][CH2:29][C:30](=O)[C:31]([O:33][CH2:34][CH3:35])=[O:32])[CH2:27][CH2:26][CH2:25][CH2:24][CH2:23]1>>[CH2:34]([O:33][C:31]([C@H:30]([NH:1][C@@H:2]1[C:8](=[O:9])[N:7]([CH2:10][C:11]([O:13][C:14]([CH3:16])([CH3:17])[CH3:15])=[O:12])[C:6]2[CH:18]=[CH:19][CH:20]=[CH:21][C:5]=2[O:4][CH2:3]1)[CH2:29][CH2:28][CH:22]1[CH2:23][CH2:24][CH2:25][CH2:26][CH2:27]1)=[O:32])[CH3:35]. Procedure: Reaction of 9.5 g of tert-butyl 3(S)-amino-4-oxo-2,3,4,5-tetrahydro-1,5-benzoxazepine-5-acetate obtained in Example 26 and ethyl 4-cyclohexyl-2-oxobutyrate is carried out under reductive conditions in a manner similar to that described in Example 16, and the product is purified by silica gel column chromatography (hexane:ethyl acetate=5:1). From the first fraction, 2.3 g of tert-butyl 3(S)-[1(R)-ethoxycarbonyl-3-cyclohexylpropyl]amino-4-oxo-2,3,4,5-tetrahydro-1,5-benzoxazepine-5-acetate is obtai... Reactants: CC(NC(=O)OC(C)(C)C)c1cnc(F)cc1I, CC(C)O, ClC(Cl)Cl, FCCI, [H-], [Na+]. Yields the product CC(c1cnc(F)cc1I)N(CCF)C(=O)OC(C)(C)C. Reaction SMILES: [C:3]([CH3:4])([CH3:5])([CH3:6])[O:7][C:8]([NH:9][CH:10]([CH3:11])[c:12]1[cH:13][n:14][c:15]([F:19])[cH:16][c:17]1[I:18])=[O:20].[CH:25]([OH:26])([CH3:27])[CH3:28].[CH:29]([Cl:30])([Cl:31])[Cl:32].[F:21][CH2:22][CH2:23][I:24].[H-:1].[Na+:2]>>[C:3]([CH3:4])([CH3:5])([CH3:6])[O:7][C:8]([N:9]([CH:10]([CH3:11])[c:12]1[cH:13][n:14][c:15]([F:19])[cH:16][c:17]1[I:18])[CH2:23][CH2:22][F:21])=[O:20].